The task is: describe an organic reaction: reactants, conditions, products, and yield. This data is from the Open Reaction Database (ORD), a public repository of structured organic reaction records. Reactants: CC(CC1(OC1)C(F)(F)F)(C)C1=CC(=CC=2CCOC21)S(=O)(=O)C (7-[1,1-dimethyl-2-(2-trifluoromethyloxiranyl)ethyl]-5-methanesulfonyl-2,3-dihydrobenzofuran), N1C=CC=2C(CCCC12)=O (1,5,6,7-tetrahydroindol-4-one), [O-]CC.[Na+] (sodium ethoxide). Solvent: C(C)(=O)OCC (ethyl acetate), C(C)O (ethanol). Run at temperature 85 celsius. The product is OC(CN1C=CC=2C(CCCC12)=O)(CC(C)(C)C1=CC(=CC=2CCOC21)S(=O)(=O)C)C(F)(F)F (1-[2-Hydroxy-4-(5-methanesulfonyl-2,3-dihydrobenzofuran-7-yl)-4-methyl-2-trifluoromethylpentyl]-1,5,6,7-tetrahydroindol-4-one). Yield: 48.5%. As a reaction SMILES: [CH3:1][C:2]([C:12]1[C:20]2[O:19][CH2:18][CH2:17][C:16]=2[CH:15]=[C:14]([S:21]([CH3:24])(=[O:23])=[O:22])[CH:13]=1)([CH3:11])[CH2:3][C:4]1([C:7]([F:10])([F:9])[F:8])[CH2:6][O:5]1.[NH:25]1[C:33]2[CH2:32][CH2:31][CH2:30][C:29](=[O:34])[C:28]=2[CH:27]=[CH:26]1.[O-]CC.[Na+]>C(O)C.C(OCC)(=O)C>[OH:5][C:4]([C:7]([F:9])([F:8])[F:10])([CH2:3][C:2]([C:12]1[C:20]2[O:19][CH2:18][CH2:17][C:16]=2[CH:15]=[C:14]([S:21]([CH3:24])(=[O:23])=[O:22])[CH:13]=1)([CH3:11])[CH3:1])[CH2:6][N:25]1[C:33]2[CH2:32][CH2:31][CH2:30][C:29](=[O:34])[C:28]=2[CH:27]=[CH:26]1 |f:2.3|. Reported procedure: To a suspension of 7-[1,1-dimethyl-2-(2-trifluoromethyloxiranyl)ethyl]-5-methanesulfonyl-2,3-dihydrobenzofuran (101 mg, 0.33 mmol) and 1,5,6,7-tetrahydroindol-4-one (74.9 mg, 0.56 mmol) in 0.75 mL of anhydrous ethanol was added sodium ethoxide (21 wt. % solution in ethanol, 103 μL). After heating at 85° C. for 16 hours, the reaction mixture was diluted with ethyl acetate, dried over sodium sulfate, filtered, and concentrated in vacuo. The residue was purified by column chromatography with silica... The reactants are FC1=C(COC2=CC(NC(=C2)C)=O)C=CC(=C1)F (4-[(2,4-difluorobenzyl)oxy]-6-methylpyridin-2(1H)-one), C(C#C)Br (propargyl bromide). The product is FC1=C(COC2=CC(N(C(=C2)C)CC#C)=O)C=CC(=C1)F (4-[(2,4-difluorobenzyl)oxy]-6-methyl-1-prop-2-ynylpyridin-2(1H)-one). The yield is 44.9%. RXN SMILES: [F:1][C:2]1[CH:17]=[C:16]([F:18])[CH:15]=[CH:14][C:3]=1[CH2:4][O:5][C:6]1[CH:11]=[C:10]([CH3:12])[NH:9][C:8](=[O:13])[CH:7]=1.[CH2:19](Br)[C:20]#[CH:21]>>[F:1][C:2]1[CH:17]=[C:16]([F:18])[CH:15]=[CH:14][C:3]=1[CH2:4][O:5][C:6]1[CH:11]=[C:10]([CH3:12])[N:9]([CH2:21][C:20]#[CH:19])[C:8](=[O:13])[CH:7]=1. Procedure: The title compound was prepared by alkylation of 4-[(2,4-difluorobenzyl)oxy]-6-methylpyridin-2(1H)-one (2.5 g, 10 mmol) with propargyl bromide (1.3 ml, 11.0 mmol) as described above to give 1.3 g (44%) of the desired product. 1H-NMR (DMSOd6/300 MHz) δ 7.60 (app q, J=8.4 hz, 1H), 7.35-7.27 (m, 1H); 7.16-7.10 (m, 1H); 5.94 (d, J=2.1 Hz, 1H), 5.88 (d, J=3.0 Hz, 1H), 5.03 (s, 2H), 4.76 (d, J=2.4, Hz, 2H), 3,31 (s, 3H), 3.24 (t, J=2.4 Hz, 1H), 2.39 (s, 3H); ES-HRMS m/z 290.0994 (M+H calcd for C16H14F...